From a dataset of the Open Reaction Database (ORD), a public repository of structured organic reaction records. describe an organic reaction: reactants, conditions, products, and yield Starting materials: Cc1ccccc1, ClCCl, OCc1cc2cc(CCCN3CCCC3)ccc2[nH]1. Yields the product O=Cc1cc2cc(CCCN3CCCC3)ccc2[nH]1. Reaction SMILES: [CH3:23][c:24]1[cH:25][cH:26][cH:27][cH:28][cH:29]1.[Cl:20][CH2:21][Cl:22].[N:1]1([CH2:6][CH2:7][CH2:8][c:9]2[cH:10][c:11]3[cH:12][c:13]([CH2:18][OH:19])[nH:14][c:15]3[cH:16][cH:17]2)[CH2:2][CH2:3][CH2:4][CH2:5]1>>[N:1]1([CH2:6][CH2:7][CH2:8][c:9]2[cH:10][c:11]3[cH:12][c:13]([CH:18]=[O:19])[nH:14][c:15]3[cH:16][cH:17]2)[CH2:2][CH2:3][CH2:4][CH2:5]1. Starting materials: [Br-], CCCCOc1nccc2nc(C(C)=O)c3ccc(F)cc3c12, C[Mg+], C1CCOC1. Product: CCCCOc1nccc2nc(C(C)(C)O)c3ccc(F)cc3c12. As a reaction SMILES: [Br-:24].[CH2:1]([CH2:2][CH2:3][CH3:4])[O:5][c:6]1[c:7]2[c:8]3[c:9]([c:10]([C:16]([CH3:17])=[O:18])[n:11][c:12]2[cH:13][cH:14][n:15]1)[cH:19][cH:20][c:21]([F:23])[cH:22]3.[CH3:25][Mg+:26].[O:27]1[CH2:28][CH2:29][CH2:30][CH2:31]1>>[CH2:1]([CH2:2][CH2:3][CH3:4])[O:5][c:6]1[c:7]2[c:8]3[c:9]([c:10]([C:16]([CH3:17])([OH:18])[CH3:25])[n:11][c:12]2[cH:13][cH:14][n:15]1)[cH:19][cH:20][c:21]([F:23])[cH:22]3. The reactants are C(C1=CC(=CC=C1)OC)(=O)Cl (m-anisoyl chloride), COC1=C2CCNC2=CC=C1 (4-methoxyindoline), N[C@H](C(=O)O)CCC1CCCCC1 ((S)-2-amino-4-cyclohexyl-butyric acid), C(O)CN (ethanolamine). Product: C1(CCCCC1)CC[C@@H](C(NCCN1CCC2=C(C=CC=C12)OC)=O)NC(C1=CC(=CC=C1)OC)=O ((S)—N-{3-Cyclohexyl-1-[2-(4-methoxy-2,3-dihydro-indol-1-yl)-ethylcarbamoyl]-propyl}-3-methoxy-benzamide). Yield: 30.0%. As a reaction SMILES: [C:1](Cl)(=[O:10])[C:2]1[CH:7]=[CH:6][CH:5]=[C:4]([O:8][CH3:9])[CH:3]=1.[NH2:12][C@@H:13]([CH2:17][CH2:18][CH:19]1[CH2:24][CH2:23][CH2:22][CH2:21][CH2:20]1)[C:14]([OH:16])=O.[CH2:25]([CH2:27][NH2:28])O.[CH3:29][O:30][C:31]1[CH:39]=[CH:38][CH:37]=[C:36]2[C:32]=1[CH2:33][CH2:34][NH:35]2>>[CH:19]1([CH2:18][CH2:17][C@H:13]([NH:12][C:1](=[O:10])[C:2]2[CH:7]=[CH:6][CH:5]=[C:4]([O:8][CH3:9])[CH:3]=2)[C:14](=[O:16])[NH:28][CH2:27][CH2:25][N:35]2[C:36]3[C:32](=[C:31]([O:30][CH3:29])[CH:39]=[CH:38][CH:37]=3)[CH2:33][CH2:34]2)[CH2:24][CH2:23][CH2:22][CH2:21][CH2:20]1. Procedure details: Following the procedures of Example 3, except using m-anisoyl chloride, (S)-2-amino-4-cyclohexyl-butyric acid, ethanolamine and 4-methoxyindoline as starting materials, the title compound was prepared in 30% yield. The final material was purified by reverse phase preparative HPLC using TFA as a modifier. The final compound is therefore a partial TFA salt and the properties are reported for the material as it appeared after solvent removal: 1H NMR (CDCl3, 400 MHz) δ 0.67-0.80 (m, 2H), 0.92-1.21 (... Reactants: C(C)OC(=O)C1(C(C1)C=C)NC(=O)C1N(CC(C1)O[Si](C)(C)C(C)(C)C)C(N(CC1=CC=C(C=C1)OC)CCCCCC=C)=O (1-({4-(tert-Butyl-dimethyl-silanyloxy)-1-[hept-6-enyl-(4-methoxy-benzyl)-carbamoyl]-pyrrolidine-2-carbonyl}-amino)-2-vinyl-cyclopropanecarboxylic acid ethyl ester). Reagents/catalysts: CC1=CC(=C(C(=C1)C)N2CCN(C2=[Ru](=CC3=C(C=CC=C3)OC(C)C)(Cl)Cl)C4=C(C=C(C=C4C)C)C)C (Hoveyda-Grubbs 2nd generation). Solvent: ClCCCl (DCE). The product is C(C)OC(=O)C12NC(C3CC(CN3C(N(CCCCCC=CC2C1)CC1=CC=C(C=C1)OC)=O)O[Si](C)(C)C(C)(C)C)=O (18-(tert-Butyl-dimethyl-silanyloxy)-14-(4-methoxy-benzyl)-2,15-dioxo-3,14,16-triaza-tricyclo[14.3.0.0*4,6*]nonadec-7-ene-4-carboxylic acid ethyl ester). Isolated yield 47.9%. As a reaction SMILES: [CH2:1]([O:3][C:4]([C:6]1([NH:11][C:12]([CH:14]2[CH2:18][CH:17]([O:19][Si:20]([C:23]([CH3:26])([CH3:25])[CH3:24])([CH3:22])[CH3:21])[CH2:16][N:15]2[C:27](=[O:45])[N:28]([CH2:38][CH2:39][CH2:40][CH2:41][CH2:42]C=C)[CH2:29][C:30]2[CH:35]=[CH:34][C:33]([O:36][CH3:37])=[CH:32][CH:31]=2)=[O:13])[CH2:8][CH:7]1[CH:9]=[CH2:10])=[O:5])[CH3:2]>ClCCCl.CC1C=C(C)C(N2C(=[Ru](Cl)(Cl)=CC3C=CC=CC=3OC(C)C)N(C3C(C)=CC(C)=CC=3C)CC2)=C(C)C=1>[CH2:1]([O:3][C:4]([C:6]12[CH2:8][CH:7]1[CH:9]=[CH:10][CH2:42][CH2:41][CH2:40][CH2:39][CH2:38][N:28]([CH2:29][C:30]1[CH:35]=[CH:34][C:33]([O:36][CH3:37])=[CH:32][CH:31]=1)[C:27](=[O:45])[N:15]1[CH:14]([CH2:18][CH:17]([O:19][Si:20]([C:23]([CH3:25])([CH3:24])[CH3:26])([CH3:22])[CH3:21])[CH2:16]1)[C:12](=[O:13])[NH:11]2)=[O:5])[CH3:2]. Procedure details: The diene (125) (1 g, 1.6 mmol) was dissolved in degassed DCE (1000 ml), Hoveyda-Grubbs 2nd generation (100 mg, 0.16 mmol) was added and the reaction mixture was refluxed under an atmosphere of argon overnight. The reaction mixture was evaporated on silica and purified by column chromatography on silica gel (30% EtOAc in Heptane→50% EtOAc in Heptane) to give the title compound (470 mg, 0.767 mmol, 48%). M+H=614. Reactants: [N+](=O)([O-])C=1C=C(C2=CC=CC=C2C1)C(=O)NN (3-nitro-1-naphthalenecarboxylic acid hydrazide), C(C)(=O)C1=CC=NC=C1 (4-acetylpyridine), C(C)O (ethanol). RXN SMILES: [N+:1]([C:4]1[CH:5]=[C:6]([C:14]([NH:16][NH2:17])=[O:15])[C:7]2[C:12]([CH:13]=1)=[CH:11][CH:10]=[CH:9][CH:8]=2)([O-:3])=[O:2].[C:18]([C:21]1[CH:26]=[CH:25][N:24]=[CH:23][CH:22]=1)(=O)[CH3:19].C(O)C>C(O)(=O)C.O1CCCC1>[N:24]1[CH:25]=[CH:26][C:21]([C:18](=[N:17][NH:16][C:14]([C:6]2[C:7]3[C:12](=[CH:11][CH:10]=[CH:9][CH:8]=3)[CH:13]=[C:4]([N+:1]([O-:3])=[O:2])[CH:5]=2)=[O:15])[CH3:19])=[CH:22][CH:23]=1. Procedure details: A mixture of 5.0 gm of (0.0216 mole) of 3-nitro-1-naphthalenecarboxylic acid hydrazide, 2.62 gm (0.0216 mole) of 4-acetylpyridine, 400 ml of ethanol, 100 ml of tetrahydrofuran, and 20 drops of glacial acetic acid was refluxed 10 hr. The hot solution was filtered. The filtrate was cooled to room temperature and then chilled. The product was collected, washed with Skellysolve B and dried to furnish 6.31 gm (87%) of the title compound having a melting point of 228.5° C. Run in O1CCCC1 (tetrahydrofuran). Product: N1=CC=C(C=C1)C(C)=NNC(=O)C1=CC(=CC2=CC=CC=C12)[N+](=O)[O-] (3-nitro-1-naphthalenecarboxylic acid [1-(4-pyridinyl)ethylidene]hydrazide). Yield: 87.4%. Reagents/catalysts: C(C)(=O)O (acetic acid). The reactants are [Al+3], C1CCOC1, [H-], [H-], [H-], [H-], [Li+], O=CNc1ccc(Cl)cc1-c1cc2ccccc2[nH]1. Yields the product CNc1ccc(Cl)cc1-c1cc2ccccc2[nH]1. RXN SMILES: [Al+3:2].[CH2:26]1[O:27][CH2:28][CH2:29][CH2:30]1.[H-:1].[H-:4].[H-:5].[H-:6].[Li+:3].[nH:7]1[c:8](-[c:16]2[c:17]([NH:23][CH:24]=[O:25])[cH:18][cH:19][c:20]([Cl:22])[cH:21]2)[cH:9][c:10]2[cH:11][cH:12][cH:13][cH:14][c:15]12>>[nH:7]1[c:8](-[c:16]2[c:17]([NH:23][CH3:24])[cH:18][cH:19][c:20]([Cl:22])[cH:21]2)[cH:9][c:10]2[cH:11][cH:12][cH:13][cH:14][c:15]12.